Task: describe an organic reaction: reactants, conditions, products, and yield. Dataset: the Open Reaction Database (ORD), a public repository of structured organic reaction records The reactants are C1(=CC=CC=C1)[C@@H]1NCCC2=CC=CC=C12 ((S)-1-phenyl-1,2,3,4-tetrahydroisoquinoline), C(=O)(OC(C)(C)C)OC(=O)[O-] (tert-butyl dicarbonate), C1(=CC=CC=C1)C (toluene), C([O-])([O-])=O.[K+].[K+] (potassium carbonate). Run in O (water). Conditions: temperature 20 celsius, time 8 hour. Yields the product CC(C)(C)OC(=O)N1[C@H](C2=CC=CC=C2CC1)C1=CC=CC=C1 ((S)-1-phenyl-1,2,3,4-tetrahydroisoquinoline-2-carboxylic acid 2-methylpropan-2-yl ester). Reaction SMILES: [C:1]1([C@H:7]2[C:16]3[C:11](=[CH:12][CH:13]=[CH:14][CH:15]=3)[CH2:10][CH2:9][NH:8]2)[CH:6]=[CH:5][CH:4]=[CH:3][CH:2]=1.[C:17](OC([O-])=O)([O:19][C:20]([CH3:23])([CH3:22])[CH3:21])=[O:18].C1(C)C=CC=CC=1.C(=O)([O-])[O-].[K+].[K+]>O>[CH3:21][C:20]([O:19][C:17]([N:8]1[CH2:9][CH2:10][C:11]2[C:16](=[CH:15][CH:14]=[CH:13][CH:12]=2)[C@@H:7]1[C:1]1[CH:2]=[CH:3][CH:4]=[CH:5][CH:6]=1)=[O:18])([CH3:23])[CH3:22] |f:3.4.5|. Procedure details: A 10.00 g portion of (S)-1-phenyl-1,2,3,4-tetrahydroisoquinoline and 10.41 g of tert-butyl dicarbonate were added to a mixture of 50 ml of toluene, 6.95 g of potassium carbonate and 30 ml of water and stirred at 20° C. overnight, and then the organic layer was washed with 30 ml of water. The thus obtained organic layer was concentrated under a reduced pressure and then dried to obtain 14.59 g of (S)-1-phenyl-1,2,3,4-tetrahydroisoquinoline-2-carboxylic acid 2-methylpropan-2-yl ester (1H-NMR (DMSO... Reactants: BrC1=CC=CC2=C1C(N1[C@H](C=3N2C=NC3C(=O)OC(C)(C)C)CC1)=O (tert.butyl (S)-8-bromo-12,12a-dihydro-9-oxo-9H,11H-azeto[2,1-c]imidazo[1,5-a][1,4]benzodiazepine-1-carboxylate), OCC1CC1 (hydroxymethyl-cyclopropane). Reagents/catalysts: CCO.CCO.CCO.CCO.[Ti] (tetraethyl orthotitanate). The solvent is [F-].[K+] (potassium fluoride). Product: BrC1=CC=CC2=C1C(N1[C@H](C=3N2C=NC3C(=O)OCC3CC3)CC1)=O (cyclopropylmethyl (S)-8-bromo-12,12a-dihydro-9-oxo-9H,11H-azeto[2,1-c]imidazo[1,5-a][1,4]benzodiazepine-1-carboxylate). Reaction SMILES: [Br:1][C:2]1[C:7]2[C:8](=[O:25])[N:9]3[CH2:24][CH2:23][C@H:10]3[C:11]3[N:12]([CH:13]=[N:14][C:15]=3[C:16]([O:18]C(C)(C)C)=[O:17])[C:6]=2[CH:5]=[CH:4][CH:3]=1.O[CH2:27][CH:28]1[CH2:30][CH2:29]1>CCO.CCO.CCO.CCO.[Ti].[F-].[K+]>[Br:1][C:2]1[C:7]2[C:8](=[O:25])[N:9]3[CH2:24][CH2:23][C@H:10]3[C:11]3[N:12]([CH:13]=[N:14][C:15]=3[C:16]([O:18][CH2:27][CH:28]3[CH2:30][CH2:29]3)=[O:17])[C:6]=2[CH:5]=[CH:4][CH:3]=1 |f:2.3.4.5.6,7.8|. Procedure: 8 g (20 mmol) of tert.butyl (S)-8-bromo-12,12a-dihydro-9-oxo-9H,11H-azeto[2,1-c]imidazo[1,5-a][1,4]benzodiazepine-1-carboxylate, 25 g (300 mmol) of hydroxymethyl-cyclopropane and 1.8 g (8 mmol) of tetraethyl orthotitanate are stirred at 120° overnight, the solution is evaporated to dryness and the residue is taken up in chloroform. The solution obtained is stirred for 0.5 hour with 40 ml of a saturated potassium fluoride solution, the resulting emulsion is filtered through siliceous earth, the o...